Dataset: the Open Reaction Database (ORD), a public repository of structured organic reaction records. Task: describe an organic reaction: reactants, conditions, products, and yield The reactants are BrC=1C=C(C(=NC1)C)O (5-bromo-2-methyl-pyridin-3-ol), FCC(CF)O (1,3-difluoro-2-propanol). The product is BrC=1C=C(C(=NC1)C)OC(CF)CF (5-Bromo-3-(2-fluoro-1-fluoromethyl-ethoxy)-2-methyl-pyridine). Reaction SMILES: [Br:1][C:2]1[CH:3]=[C:4]([OH:9])[C:5]([CH3:8])=[N:6][CH:7]=1.[F:10][CH2:11][CH:12](O)[CH2:13][F:14]>>[Br:1][C:2]1[CH:3]=[C:4]([O:9][CH:12]([CH2:13][F:14])[CH2:11][F:10])[C:5]([CH3:8])=[N:6][CH:7]=1. Procedure details: The title compound was synthesized in a similar manner as described for stage 58.1.2 using 5-bromo-2-methyl-pyridin-3-ol (stage 189.1.2, 2.234 mmol) and 1,3-difluoro-2-propanol (Aldrich, Buchs, Switzerland, 2.68 mmol) to give the title compound as a yellow oil. (HPLC: tR 2.41 min (Method A); M+H=266, 268 MS-ES).